The task is: describe an organic reaction: reactants, conditions, products, and yield. This data is from the Open Reaction Database (ORD), a public repository of structured organic reaction records. Reactants: CN(S(=O)(=O)C)C1=NC(=C(C(=N1)C1=CC=C(C=C1)F)/C=C/[C@@H]1C[C@@H](OC(O1)(C)C)CC(=O)N(C)OC)C(C)C (E-(6-{2-[2-(N-methyl-N-methanesulfonylamino)-4-(4-fluorophenyl)-6-isopropyl-pyrimidin-5-yl]vinyl}-[(4R,6S)-2,2-dimethyl-[1,3]dioxan-4-yl])-N-methoxy-N-methyl-acetamide), S(O)(O)(=O)=O (sulfuric acid). Solvent: C(C)#N (acetonitrile). Conditions: time 3 hour. The product is CN(S(=O)(=O)C)C1=NC(=C(C(=N1)C1=CC=C(C=C1)F)/C=C/[C@@H]1C[C@H](CC(O1)=O)O)C(C)C (E-6-{2-[2-(N-methyl-N-methanesulfonylamino)-4-(4-fluorophenyl)-6-isopropyl-pyrimidin-5-yl]vinyl}-(4R,6S)-4-hydroxy-3,4,5,6-tetrahydro-2H-pyran-2-one). Yield: 82.0%. RXN SMILES: [CH3:1][N:2]([C:7]1[N:12]=[C:11]([C:13]2[CH:18]=[CH:17][C:16]([F:19])=[CH:15][CH:14]=2)[C:10](/[CH:20]=[CH:21]/[C@H:22]2[O:27][C:26](C)([CH3:28])[O:25][C@@H:24](CC(N(OC)C)=O)[CH2:23]2)=[C:9]([CH:37]([CH3:39])[CH3:38])[N:8]=1)[S:3]([CH3:6])(=[O:5])=[O:4].S(=O)(=O)(O)[OH:41]>C(#N)C>[CH3:1][N:2]([C:7]1[N:12]=[C:11]([C:13]2[CH:18]=[CH:17][C:16]([F:19])=[CH:15][CH:14]=2)[C:10](/[CH:20]=[CH:21]/[C@H:22]2[O:27][C:26](=[O:41])[CH2:28][C@H:24]([OH:25])[CH2:23]2)=[C:9]([CH:37]([CH3:39])[CH3:38])[N:8]=1)[S:3]([CH3:6])(=[O:4])=[O:5]. Procedure: E-(6-{2-[2-(N-methyl-N-methanesulfonylamino)-4-(4-fluorophenyl)-6-isopropyl-pyrimidin-5-yl]vinyl}-[(4R,6S)-2,2-dimethyl-[1,3]dioxan-4-yl])-N-methoxy-N-methyl-acetamide (5.0 g), acetonitrile (30.0 mL), and sulfuric acid (0.47 mL) were added to a reactor and then the reaction mixture was stirred at 50˜60° C. for 3 hours. The reaction mixture was concentrated under reduced pressure and then ethyl acetate (30.0 mL) and water (30.0 mL) were added thereto. The separated organic layer was dried under r...